Dataset: the Open Reaction Database (ORD), a public repository of structured organic reaction records. Task: describe an organic reaction: reactants, conditions, products, and yield Reaction SMILES: [CH2:28]1[O:29][CH2:30][CH2:31][CH2:32]1.[CH3:24][C:25]([NH2:26])=[O:27].[CH:1]1([N:5]2[CH2:6][CH2:7][N:8]([C:11](=[O:12])[CH:13]3[CH:14]([c:16]4[cH:17][c:18]([C:19]#[N:20])[cH:21][cH:22][cH:23]4)[CH2:15]3)[CH2:9][CH2:10]2)[CH2:2][CH2:3][CH2:4]1.[Cl:34][Pd:35][Cl:36].[OH2:33]>>[CH:1]1([N:5]2[CH2:6][CH2:7][N:8]([C:11](=[O:12])[CH:13]3[CH:14]([c:16]4[cH:17][c:18]([C:19]([NH2:20])=[O:27])[cH:21][cH:22][cH:23]4)[CH2:15]3)[CH2:9][CH2:10]2)[CH2:2][CH2:3][CH2:4]1. The reactants are C1CCOC1, CC(N)=O, N#Cc1cccc(C2CC2C(=O)N2CCN(C3CCC3)CC2)c1, Cl[Pd]Cl, O. Product: NC(=O)c1cccc(C2CC2C(=O)N2CCN(C3CCC3)CC2)c1. Reactants: CC1=C(N=C(S1)C1=CC(=CC=C1)C(F)(F)F)CN1N=CC(=C1)C(=O)OCC (ethyl 1-({5-methyl-2-[3-(trifluoromethyl)phenyl]-1,3-thiazol-4-yl}methyl)-1H-pyrazole-4-carboxylate), [OH-].[Na+] (sodium hydroxide), O (Water). Run in C(C)O.O1CCCC1 (ethanol tetrahydrofuran). Run at time 8 hour. The product is CC1=C(N=C(S1)C1=CC(=CC=C1)C(F)(F)F)CN1N=CC(=C1)C(=O)O (1-({5-methyl-2-[3-(trifluoromethyl)phenyl]-1,3-thiazol-4-yl}methyl)-1H-pyrazole-4-carboxylic acid). The yield is 73.3%. RXN SMILES: [CH3:1][C:2]1[S:6][C:5]([C:7]2[CH:12]=[CH:11][CH:10]=[C:9]([C:13]([F:16])([F:15])[F:14])[CH:8]=2)=[N:4][C:3]=1[CH2:17][N:18]1[CH:22]=[C:21]([C:23]([O:25]CC)=[O:24])[CH:20]=[N:19]1.[OH-].[Na+].O>C(O)C.O1CCCC1>[CH3:1][C:2]1[S:6][C:5]([C:7]2[CH:12]=[CH:11][CH:10]=[C:9]([C:13]([F:14])([F:16])[F:15])[CH:8]=2)=[N:4][C:3]=1[CH2:17][N:18]1[CH:22]=[C:21]([C:23]([OH:25])=[O:24])[CH:20]=[N:19]1 |f:1.2,4.5|. Procedure details: To a mixed solution of the compound (31 mg, 0.078 mmol) obtained in Example 71c in ethanol/tetrahydrofuran (v/v=1/1, 4 mL) was added 2N aqueous sodium hydroxide solution (0.31 mL, 0.62 mmol), and the mixture was stirred at room temperature overnight. Water was added to the reaction mixture, and the aqueous layer was washed with diethyl ether, neutralized with 1N aqueous hydrochloric acid solution, and the mixture was extracted with ethyl acetate. The obtained organic layer was washed with satura... Reactants: NSOOC1=CC=C(C=C1)N1N=C(C=2CCC3=C(C12)C=C(C=C3)[N+](=O)[O-])C(=O)OCC (Ethyl 1-{4-[(aminothio)peroxy]phenyl}-8-nitro-4,5-dihydro-1H-benzo[g]indazole-3-carboxylate), [OH-].[NH4+] (ammonium hydroxide). The solvent is CO (methanol). Product: NSOOC1=CC=C(C=C1)N1N=C(C=2CCC3=C(C12)C=C(C=C3)[N+](=O)[O-])C(=O)N (1-{4-[(aminothio)peroxy]phenyl}-8-nitro-4,5-dihydro-1H-benzo[g]indazole-3-carboxamide). Yield: 68.0%. RXN SMILES: [NH2:1][S:2][O:3][O:4][C:5]1[CH:10]=[CH:9][C:8]([N:11]2[C:19]3[C:18]4[CH:20]=[C:21]([N+:24]([O-:26])=[O:25])[CH:22]=[CH:23][C:17]=4[CH2:16][CH2:15][C:14]=3[C:13]([C:27]([O:29]CC)=O)=[N:12]2)=[CH:7][CH:6]=1.[OH-].[NH4+:33]>CO>[NH2:1][S:2][O:3][O:4][C:5]1[CH:6]=[CH:7][C:8]([N:11]2[C:19]3[C:18]4[CH:20]=[C:21]([N+:24]([O-:26])=[O:25])[CH:22]=[CH:23][C:17]=4[CH2:16][CH2:15][C:14]=3[C:13]([C:27]([NH2:33])=[O:29])=[N:12]2)=[CH:9][CH:10]=1 |f:1.2|. Reported procedure: The material of Example 2 (718 mg, 0.0016 mol), conc. ammonium hydroxide (30 mL), and methanol (15 mL) were stirred in a stoppered flask for 72 hours. Contents were filtered to give a light amber solid (606 mg). The solid was recrystallized from acetonitrile to give the product as a light amber solid, 450 mg (68% yield). FABHRMS m/z 414.0902 (M+H, C18H16N5O5S requires 414.0872). 1H NMR (DMSO-d6/300 MHz) 8.15-7.95 (m, 3H); 7.83 (d, 2H); 7.80-7.40 (m, 6H); 3.20-2.95 (m, 4H). Anal. Calcd for C18H15... Reactants: CN(C)C1=CC=C(C(C2=CC=C(C=C2)N(C)C)O)C=C1 (4,4'-bis(N,N-dimethylamino)benzhydrol), COC (methyl ether), C(CO)(=O)OCC (ethyl glycolate), O1CCCC1 (tetrahydrofuran). Reagents/catalysts: CN(C(N(C)C)=N)C (tetramethylguanidine), CS(=O)(=O)O (methanesulfonic acid). Solvent: petroleum ether, CCCCCC (n-hexane). Product: CN(C1=CC=C(C=C1)C(OCC(=O)OCC)C1=CC=C(C=C1)N(C)C)C (Bis(p-dimethylaminophenyl)Methoxy Acetic Acid, Ethyl Ester). RXN SMILES: [CH3:1][N:2]([C:4]1[CH:20]=[CH:19][C:7]([CH:8]([OH:18])[C:9]2[CH:14]=[CH:13][C:12]([N:15]([CH3:17])[CH3:16])=[CH:11][CH:10]=2)=[CH:6][CH:5]=1)[CH3:3].COC.[C:24]([O:28][CH2:29][CH3:30])(=[O:27])[CH2:25]O.O1CCCC1>CS(O)(=O)=O.CN(C)C(=N)N(C)C.CCCCCC>[CH3:17][N:15]([CH3:16])[C:12]1[CH:13]=[CH:14][C:9]([CH:8]([C:7]2[CH:19]=[CH:20][C:4]([N:2]([CH3:1])[CH3:3])=[CH:5][CH:6]=2)[O:18][CH2:25][C:24]([O:28][CH2:29][CH3:30])=[O:27])=[CH:10][CH:11]=1. Reported procedure: A solution of 4,4'-bis(N,N-dimethylamino)benzhydrol, methyl ether (11.0 g, 0.039 mole), ethyl glycolate 4.04 g, 0.039 mole), 70 ml of tetrahydrofuran, 230 ml of n-hexane and one drop of methanesulfonic acid was refluxed for 2 hours. On completion of the reaction, 2 drops of tetramethylguanidine was added to discharge the blue color. The reaction mixture was filtered hot and the filtrate was cooled. An oily layer formed which was removed and stripped free of solvent; the remaining filtrate was al... Reactants: OC1(C(C(=O)O)C=CC=C1)C(=O)O (2-hydroxyphthalic acid), Cl (hydrochloric acid), C(C)(=O)O (Acetic acid), [BH4-].[Na+] (sodium borohydride). Run at time 2 hour. Solvent: O1CCCC1 (tetrahydrofuran). RXN SMILES: [OH:1][C:2]1([C:11]([OH:13])=[O:12])[CH:10]=[CH:9][CH:8]=[CH:7][CH:3]1[C:4]([OH:6])=[O:5].[C:14](O)(=[O:16])C.[BH4-].[Na+].Cl>O1CCCC1>[CH3:14][O:1][C:2]1([C:11]([OH:13])=[O:12])[CH:10]=[CH:9][CH:8]=[CH:7][CH:3]1[C:4]([OH:6])=[O:5].[CH3:14][O:16][C:10]1[CH:9]=[CH:8][CH:7]=[C:3]2[C:2]=1[CH2:11][O:13][C:4]2=[O:6] |f:2.3|. Yields the product COC1(C(C(=O)O)C=CC=C1)C(=O)O (2-methoxyphthalic acid), COC1=C2COC(=O)C2=CC=C1 (4-methoxyphthalide). Procedure: Anhydrous 2-methoxyphthalic acid (640 mg), which was prepared with using anhydrous 2-hydroxyphthalic acid by the same procedure as reference example 12, was suspended in tetrahydrofuran (20 ml). Acetic acid (430 mg) and sodium borohydride (135 mg) were added to the suspension. The mixture was stirred for 30 min. at room temperature and for 2 hr. at 50° C. The reaction solution was cooled. 1N hydrochloric acid (7 ml) was added to the cooled solution. The solution was stirred for 15 min. The react... Starting materials: C1(CC1)C=1C=CC(=NC1OCC1CC1)C(=O)O (5-cyclopropyl-6-cyclopropylmethoxy-pyridine-2-carboxylic acid), CC(N)(C1=NOC(=N1)C)C (α,α,5-trimethyl-1,2,4-oxadiazole-3-methanamine). Product: CC(C)(C1=NOC(=N1)C)NC(=O)C1=NC(=C(C=C1)C1CC1)OCC1CC1 (5-Cyclopropyl-6-cyclopropylmethoxy-pyridine-2-carboxylic acid [1-methyl-1-(5-methyl-[1,2,4]oxadiazol-3-yl)-ethyl]-amide). RXN SMILES: [CH:1]1([C:4]2[CH:5]=[CH:6][C:7]([C:15]([OH:17])=O)=[N:8][C:9]=2[O:10][CH2:11][CH:12]2[CH2:14][CH2:13]2)[CH2:3][CH2:2]1.[CH3:18][C:19]([CH3:27])([C:21]1[N:25]=[C:24]([CH3:26])[O:23][N:22]=1)[NH2:20]>>[CH3:18][C:19]([NH:20][C:15]([C:7]1[CH:6]=[CH:5][C:4]([CH:1]2[CH2:2][CH2:3]2)=[C:9]([O:10][CH2:11][CH:12]2[CH2:13][CH2:14]2)[N:8]=1)=[O:17])([C:21]1[N:25]=[C:24]([CH3:26])[O:23][N:22]=1)[CH3:27]. Procedure details: The title compound was synthesized in analogy to Example 1, using 5-cyclopropyl-6-cyclopropylmethoxy-pyridine-2-carboxylic acid (Example 42 a) and α,α,5-trimethyl-1,2,4-oxadiazole-3-methanamine (CAN 1153831-97-0) as starting materials, MS (LC/MS): 357.1 [M+H]+. The reactants are O=C1N(C2=C(C(C[C@@H]1NC(C1=CC(=C(C(=C1)C)O)C)=O)=O)C=CC=C2)CC(=O)OCC2=CC=CC=C2 (Benzyl 2-((3S)-2,5-dioxo-3-(3,5-dimethyl-4-hydroxybenzoyl)amino-2,3,4,5-tetrahydro-1H-1-benzazepin-1-yl)-ethanoate), 12, C1(=NC=CC2=CC=CC=C12)C(=O)O (isoquinoline-1-carboxylic acid). Product: O=C1N(C2=C(C(C[C@@H]1NC(=O)C1=NC=CC3=CC=CC=C13)=O)C=CC=C2)CC(=O)OCC2=CC=CC=C2 (Benzyl 2-((3S)-2,5-dioxo-3-(isoquinolin-1-oyl)amino-2,3,4,5-tetrahydro-1H-1-benzazepin-1-yl)-ethanoate). Yield: 92.0%. As a reaction SMILES: [O:1]=[C:2]1[C@@H:8]([NH:9][C:10](=[O:20])C2C=C(C)C(O)=C(C)C=2)[CH2:7][C:6](=[O:21])[C:5]2[CH:22]=[CH:23][CH:24]=[CH:25][C:4]=2[N:3]1[CH2:26][C:27]([O:29][CH2:30][C:31]1[CH:36]=[CH:35][CH:34]=[CH:33][CH:32]=1)=[O:28].[C:37]1(C(O)=O)[C:46]2[C:41](=[CH:42][CH:43]=[CH:44][CH:45]=2)[CH:40]=[CH:39][N:38]=1>>[O:1]=[C:2]1[C@@H:8]([NH:9][C:10]([C:37]2[C:46]3[C:41](=[CH:42][CH:43]=[CH:44][CH:45]=3)[CH:40]=[CH:39][N:38]=2)=[O:20])[CH2:7][C:6](=[O:21])[C:5]2[CH:22]=[CH:23][CH:24]=[CH:25][C:4]=2[N:3]1[CH2:26][C:27]([O:29][CH2:30][C:31]1[CH:32]=[CH:33][CH:34]=[CH:35][CH:36]=1)=[O:28]. Procedure: Was prepared by the method reported in 14a by reaction of 12 and isoquinoline-1-carboxylic acid to afford 930 mg (92%) of the title compound.